Dataset: the Open Reaction Database (ORD), a public repository of structured organic reaction records. Task: describe an organic reaction: reactants, conditions, products, and yield Reactants: CC(=O)O[BH-](OC(C)=O)OC(C)=O, O=C([O-])O, ClCCl, CC(=O)O, CN1CCCC1=O, CCC=O, O=C1NC(=O)c2ccc(I)cc2C1=CNc1ccc(N2CCNCC2)cc1, [Na+], [Na+]. Yields the product CCCN1CCN(c2ccc(NC=C3C(=O)NC(=O)c4ccc(I)cc43)cc2)CC1. Reaction SMILES: [C:28]([O:29][BH-:30]([O:31][C:32](=[O:33])[CH3:34])[O:35][C:36](=[O:37])[CH3:38])(=[O:39])[CH3:40].[C:50](=[O:51])([OH:52])[O-:53].[CH2:62]([Cl:63])[Cl:64].[CH3:46][C:47](=[O:48])[OH:49].[CH3:55][N:56]1[CH2:57][CH2:58][CH2:59][C:60]1=[O:61].[CH:42]([CH2:43][CH3:44])=[O:45].[I:1][c:2]1[cH:3][c:4]2[c:9]([cH:10][cH:11]1)[C:8](=[O:12])[NH:7][C:6](=[O:13])[C:5]2=[CH:14][NH:15][c:16]1[cH:17][cH:18][c:19]([N:22]2[CH2:23][CH2:24][NH:25][CH2:26][CH2:27]2)[cH:20][cH:21]1.[Na+:41].[Na+:54]>>[I:1][c:2]1[cH:3][c:4]2[c:9]([cH:10][cH:11]1)[C:8](=[O:12])[NH:7][C:6](=[O:13])[C:5]2=[CH:14][NH:15][c:16]1[cH:17][cH:18][c:19]([N:22]2[CH2:23][CH2:24][N:25]([CH2:42][CH2:43][CH3:44])[CH2:26][CH2:27]2)[cH:20][cH:21]1. Reactants: C1(=CC=CC=C1)P(C1=CC=CC=C1)C1=CC=CC=C1 (triphenylphosphine), CS(=O)(=O)CCCO (3-methylsulphonylpropan-1-ol), N(=NC(=O)OCC)C(=O)OCC (Diethyl azodicarboxylate), OC1=C(C=C2C(=NC=NC2=C1)NC1=C2C(=CC=C1)OCO2)OC (7-hydroxy-6-methoxy-4-(2,3-methylenedioxyanilino)quinazoline), CS(=O)(=O)CCCO (3-methylsulphonylpropan-1-ol), C1(=CC=CC=C1)P(C1=CC=CC=C1)C1=CC=CC=C1 (triphenylphosphine), C(Cl)Cl (methylene chloride), N(=NC(=O)OCC)C(=O)OCC (diethyl azodicarboxylate). Product: Cl.COC=1C=C2C(=NC=NC2=CC1OCCCS(=O)(=O)C)NC1=C2C(=CC=C1)OCO2 (6-methoxy-4-(2,3-methylenedioxyanilino)-7-(3-methylsulphonylpropoxy)quinazoline monohydrochloride salt). As a reaction SMILES: N(C(OCC)=O)=NC(OCC)=O.[OH:13][C:14]1[CH:23]=[C:22]2[C:17]([C:18]([NH:24][C:25]3[CH:30]=[CH:29][CH:28]=[C:27]4[O:31][CH2:32][O:33][C:26]=34)=[N:19][CH:20]=[N:21]2)=[CH:16][C:15]=1[O:34][CH3:35].[CH3:36][S:37]([CH2:40][CH2:41][CH2:42]O)(=[O:39])=[O:38].C1(P(C2C=CC=CC=2)C2C=CC=CC=2)C=CC=CC=1.C(Cl)[Cl:64]>>[ClH:64].[CH3:35][O:34][C:15]1[CH:16]=[C:17]2[C:22](=[CH:23][C:14]=1[O:13][CH2:42][CH2:41][CH2:40][S:37]([CH3:36])(=[O:39])=[O:38])[N:21]=[CH:20][N:19]=[C:18]2[NH:24][C:25]1[CH:30]=[CH:29][CH:28]=[C:27]2[O:31][CH2:32][O:33][C:26]=12 |f:5.6|. Procedure details: Diethyl azodicarboxylate (0.101 ml) was added dropwise to a stirred mixture of 7-hydroxy-6-methoxy-4-(2,3-methylenedioxyanilino)quinazoline (0.1 g), 3-methylsulphonylpropan-1-ol (0.057 g), triphenylphosphine (0.168 g) and methylene chloride (5 ml) and the reaction mixture was stirred at ambient temperature. After a few minutes further portions of triphenylphosphine (0.084 g) and 3-methylsulphonylpropan-1-ol (0.022 g) were added followed by the dropwise addition of diethyl azodicarboxylate (0.050... Procedure: 1-Acetylpiperidine-4-carboxylic acid (161 mg) was mixed with dichloromethane (5 ml), and oxalyl chloride (124 mg) and DMF (3 mg) were added thereto, followed by stirring at room temperature for 1 hour. TEA and 3-(2-aminopyrimidin-5-yl)-2-fluorobenzaldehyde (170 mg) were added thereto at 0° C., followed by stirring at room temperature overnight. A mixture of 1-acetylpiperidine-4-carboxylic acid (161 mg), oxalyl chloride (0.084 ml), and DMF in dichloromethane (3 ml), which is mixed in advance and ... Starting materials: C(C)(=O)N1CCC(CC1)C(=O)O (1-Acetylpiperidine-4-carboxylic acid), C(C(=O)Cl)(=O)Cl (oxalyl chloride), C(C)(=O)N1CCC(CC1)C(=O)O (1-acetylpiperidine-4-carboxylic acid), C(C(=O)Cl)(=O)Cl (oxalyl chloride), CN(C)C=O (DMF), C(C)(=O)N1CCC(CC1)C(=O)O (1-acetylpiperidine-4-carboxylic acid), C(C(=O)Cl)(=O)Cl (oxalyl chloride), CN(C)C=O (DMF), C(C)(=O)N1CCC(CC1)C(=O)O (1-acetylpiperidine-4-carboxylic acid), C(C(=O)Cl)(=O)Cl (oxalyl chloride), CN(C)C=O (DMF), NC1=NC=C(C=N1)C=1C(=C(C=O)C=CC1)F (3-(2-aminopyrimidin-5-yl)-2-fluorobenzaldehyde), C(C)(=O)N1CCC(CC1)C(=O)O (1-acetylpiperidine-4-carboxylic acid), C(C(=O)Cl)(=O)Cl (oxalyl chloride), CN(C)C=O (DMF). Run at time 1 hour. Product: C(C)(=O)N1CCC(CC1)CC(=O)NC1=NC=C(C=N1)C1=C(C(=CC=C1)C=O)F (1-acetyl-N-[5-(2-fluoro-3-formylphenyl)pyrimidin-2-yl]piperidine-4-carboxyamide). The reagents and catalysts are CN(C)C=O (DMF). RXN SMILES: [C:1]([N:4]1[CH2:9][CH2:8][CH:7]([C:10](O)=O)[CH2:6][CH2:5]1)(=[O:3])[CH3:2].C(Cl)(=O)[C:14](Cl)=[O:15].[NH2:19][C:20]1[N:25]=[CH:24][C:23]([C:26]2[C:27]([F:34])=[C:28]([CH:31]=[CH:32][CH:33]=2)[CH:29]=[O:30])=[CH:22][N:21]=1.CN(C=O)C>ClCCl.CN(C=O)C.O.C(Cl)(Cl)Cl>[C:1]([N:4]1[CH2:5][CH2:6][CH:7]([CH2:10][C:14]([NH:19][C:20]2[N:25]=[CH:24][C:23]([C:26]3[CH:33]=[CH:32][CH:31]=[C:28]([CH:29]=[O:30])[C:27]=3[F:34])=[CH:22][N:21]=2)=[O:15])[CH2:8][CH2:9]1)(=[O:3])[CH3:2]. The solvent is ClCCl (dichloromethane), O (water), C(Cl)(Cl)Cl (CHCl3), ClCCl (dichloromethane), ClCCl (dichloromethane), ClCCl (dichloromethane), ClCCl (dichloromethane). Yield: 120.7%. Product: N#Cc1cccc(C(=O)Cl)c1. The reactants are N#Cc1cccc(C(=O)O)c1, ClCCl, O=S(Cl)Cl. RXN SMILES: [C:1](#[N:2])[c:3]1[cH:4][c:5]([C:6](=[O:7])[OH:8])[cH:9][cH:10][cH:11]1.[CH2:16]([Cl:17])[Cl:18].[S:12]([Cl:13])([Cl:14])=[O:15]>>[C:1](#[N:2])[c:3]1[cH:4][c:5]([C:6](=[O:7])[Cl:14])[cH:9][cH:10][cH:11]1. The reactants are O (Water), COC=1C=C2C(=CC=NC2=CC1O)OC=1C(=NC2=CC=CC=C2C1)C (6-Methoxy-4-(2-methyl-quinolin-3-yloxy)-quinolin-7-ol), COC=1C=C2C(=CC=NC2=CC1O)OC=1C(=NC2=CC=CC=C2C1)C (6-Methoxy-4-(2-methyl-quinolin-3-yloxy)-quinolin-7-ol), BrCCCCl (1-Bromo-3-chloropropane), C([O-])([O-])=O.[K+].[K+] (potassium carbonate). The solvent is CN(C=O)C (N,N-dimethylformamide). Reaction conditions: time 8 hour. Yields the product ClCCCOC1=C(C=C2C(=CC=NC2=C1)OC=1C(=NC2=CC=CC=C2C1)C)OC (7-(3-Chloro-propoxy)-6-methoxy-4-(2-methyl-quinolin-3-yloxy)-quinoline). The yield is 82.5%. Reaction SMILES: [CH3:1][O:2][C:3]1[CH:4]=[C:5]2[C:10](=[CH:11][C:12]=1[OH:13])[N:9]=[CH:8][CH:7]=[C:6]2[O:14][C:15]1[C:16]([CH3:25])=[N:17][C:18]2[C:23]([CH:24]=1)=[CH:22][CH:21]=[CH:20][CH:19]=2.Br[CH2:27][CH2:28][CH2:29][Cl:30].C(=O)([O-])[O-].[K+].[K+].O>CN(C)C=O>[Cl:30][CH2:29][CH2:28][CH2:27][O:13][C:12]1[CH:11]=[C:10]2[C:5]([C:6]([O:14][C:15]3[C:16]([CH3:25])=[N:17][C:18]4[C:23]([CH:24]=3)=[CH:22][CH:21]=[CH:20][CH:19]=4)=[CH:7][CH:8]=[N:9]2)=[CH:4][C:3]=1[O:2][CH3:1] |f:2.3.4|. Procedure details: 6-Methoxy-4-(2-methyl-quinolin-3-yloxy)-quinolin-7-ol (compound 352) (200 mg) was dissolved in N,N-dimethylformamide (10 ml) to prepare a solution. 1-Bromo-3-chloropropane (474 mg) and potassium carbonate (416 mg) were added to the solution, and the mixture was stirred at room temperature overnight. Water was added to the reaction solution, and the mixture was extracted with chloroform. The chloroform layer was washed with water and was then dried over anhydrous sodium sulfate. The solvent was r... Starting materials: O=[O+][O-] (Ozone), CC1(C(C1C=C(C)C)C(=O)OCC1=CC(=CC=C1)OC1=CC=CC=C1)C (3-phenoxyphenylmethyl 2,2-dimethyl- 3-(2-methyl-1-propenyl)cyclopropanecarboxylate). Run in C(C)(=O)OCC (ethyl acetate). Product: CC1(C(C1C=O)C(=O)OCC1=CC(=CC=C1)OC1=CC=CC=C1)C (3-phenoxyphenylmethyl 2,2-dimethyl-3-formylcyclopropanecarboxylate). RXN SMILES: [O:1]=[O+][O-].[CH3:4][C:5]1([CH3:29])[CH:7]([CH:8]=C(C)C)[CH:6]1[C:12]([O:14][CH2:15][C:16]1[CH:21]=[CH:20][CH:19]=[C:18]([O:22][C:23]2[CH:28]=[CH:27][CH:26]=[CH:25][CH:24]=2)[CH:17]=1)=[O:13]>C(OCC)(=O)C>[CH3:29][C:5]1([CH3:4])[CH:7]([CH:8]=[O:1])[CH:6]1[C:12]([O:14][CH2:15][C:16]1[CH:21]=[CH:20][CH:19]=[C:18]([O:22][C:23]2[CH:28]=[CH:27][CH:26]=[CH:25][CH:24]=2)[CH:17]=1)=[O:13]. Reported procedure: Ozone gas was bubbled at -78° C. into a solution of 3.50 g (10.0 mmol) of 3-phenoxyphenylmethyl 2,2-dimethyl- 3-(2-methyl-1-propenyl)cyclopropanecarboxylate obtained in Reference Example 2, in 20 ml of ethyl acetate. The subsequent operation was conducted in the same manner as those in Reference Example 5, whereby 2.66 g of 3-phenoxyphenylmethyl 2,2-dimethyl-3-formylcyclopropanecarboxylate was obtained as a colorless oil. The product is N1(CCOCC1)CCN=S(=O)(CCCCOCC1=CC=CC=C1)C1=CC=C(C=C1)[N+](=O)[O-] (N-[2-(4-Morpholinyl)ethyl]-S-(4-nitrophenyl)-S-[4-(phenylmethoxy)butyl]sulfoximine). RXN SMILES: Cl[CH2:2][CH2:3][N:4]1[CH2:9][CH2:8][O:7][CH2:6][CH2:5]1.[N+:10]([C:13]1[CH:18]=[CH:17][C:16]([S:19]([CH2:22][CH2:23][CH2:24][CH2:25][O:26][CH2:27][C:28]2[CH:33]=[CH:32][CH:31]=[CH:30][CH:29]=2)(=[NH:21])=[O:20])=[CH:15][CH:14]=1)([O-:12])=[O:11]>>[N:4]1([CH2:3][CH2:2][N:21]=[S:19]([C:16]2[CH:15]=[CH:14][C:13]([N+:10]([O-:12])=[O:11])=[CH:18][CH:17]=2)([CH2:22][CH2:23][CH2:24][CH2:25][O:26][CH2:27][C:28]2[CH:33]=[CH:32][CH:31]=[CH:30][CH:29]=2)=[O:20])[CH2:9][CH2:8][O:7][CH2:6][CH2:5]1. Procedure details: Following the procedures used in Example 2, the title compound is prepared from 4-(2-chloroethyl)morpholine and S-(4-nitrophenyl)-S-[4-(phenylmethoxy)butyl]sulfoximine. Reactants: ClCCN1CCOCC1 (4-(2-chloroethyl)morpholine), [N+](=O)([O-])C1=CC=C(C=C1)S(=O)(=N)CCCCOCC1=CC=CC=C1 (S-(4-nitrophenyl)-S-[4-(phenylmethoxy)butyl]sulfoximine). The reactants are BrC=1C(=CC(=NC1)Cl)Cl (5-bromo-2,4-dichloropyridine), C1(CCC1)=O (cyclobutanone). Product: ClC1=C(C=NC(=C1)Cl)C1(CCC1)O (1-(4,6-dichloro-3-pyridyl)cyclobutanol). Reaction SMILES: Br[C:2]1[C:3]([Cl:9])=[CH:4][C:5]([Cl:8])=[N:6][CH:7]=1.[C:10]1(=[O:14])[CH2:13][CH2:12][CH2:11]1>>[Cl:9][C:3]1[CH:4]=[C:5]([Cl:8])[N:6]=[CH:7][C:2]=1[C:10]1([OH:14])[CH2:13][CH2:12][CH2:11]1. Procedure: The title compound was synthesized in analogy to Example 123a, using 5-bromo-2,4-dichloropyridine (CAN 849937-96-8) and cyclobutanone (CAN 1191-95-3) as starting materials and isolated (5.1 g, 76%); MS (ESI, m/z): 218.4 (M+H+).